Dataset: the Open Reaction Database (ORD), a public repository of structured organic reaction records. Task: describe an organic reaction: reactants, conditions, products, and yield The reactants are C(C)(C)(C)OC(NC1=C(C=C(C=C1)C1=C(C(=CC=C1)F)F)N)=O ((3-amino-2′,3′-difluoro-biphenyl-4-yl)-carbamic acid tert.-butyl ester), C(C)OC(CC(C1=CC(=CC=C1)N1N=NC=C1)=O)=O (3-oxo-3-(3-[1,2,3]triazol-1-yl-phenyl)-propionic acid ethyl ester). Yields the product C(C)(C)(C)OC(NC1=C(C=C(C=C1)C1=C(C(=CC=C1)F)F)NC(CC(C1=CC(=CC=C1)N1N=NC=C1)=O)=O)=O ({2′,3′-Difluoro-3-[3-oxo-3-(3-[1,2,3]triazol-1-yl-phenyl)-propionylamino]-biphenyl-4-yl}-carbamic acid tert.-butyl ester). RXN SMILES: [C:1]([O:5][C:6](=[O:23])[NH:7][C:8]1[CH:13]=[CH:12][C:11]([C:14]2[CH:19]=[CH:18][CH:17]=[C:16]([F:20])[C:15]=2[F:21])=[CH:10][C:9]=1[NH2:22])([CH3:4])([CH3:3])[CH3:2].C([O:26][C:27](=O)[CH2:28][C:29](=[O:41])[C:30]1[CH:35]=[CH:34][CH:33]=[C:32]([N:36]2[CH:40]=[CH:39][N:38]=[N:37]2)[CH:31]=1)C>>[C:1]([O:5][C:6](=[O:23])[NH:7][C:8]1[CH:13]=[CH:12][C:11]([C:14]2[CH:19]=[CH:18][CH:17]=[C:16]([F:20])[C:15]=2[F:21])=[CH:10][C:9]=1[NH:22][C:27](=[O:26])[CH2:28][C:29](=[O:41])[C:30]1[CH:35]=[CH:34][CH:33]=[C:32]([N:36]2[CH:40]=[CH:39][N:38]=[N:37]2)[CH:31]=1)([CH3:4])([CH3:2])[CH3:3]. Procedure: Prepared from (3-amino-2′,3′-difluoro-biphenyl-4-yl)-carbamic acid tert.-butyl ester (Example G49) (160 mg, 0.5 mmol) and 3-oxo-3-(3-[1,2,3]triazol-1-yl-phenyl)-propionic acid ethyl ester (Example H2) (130 mg, 0.5 mmol) according to the general procedure K. Obtained as an amorphous yellow substance (166 mg). Starting materials: COC(=O)CCC(=NO)c1ccc(Br)cc1, CC(=O)O. Product: O=C1CCC(c2ccc(Br)cc2)N1. Reaction SMILES: [Br:1][c:2]1[cH:3][cH:4][c:5]([C:8]([CH2:9][CH2:10][C:11](=[O:12])[O:14][CH3:16])=[N:15][OH:13])[cH:6][cH:7]1.[CH3:17][C:18](=[O:19])[OH:20]>>[Br:1][c:2]1[cH:3][cH:4][c:5]([CH:8]2[CH2:9][CH2:10][C:11](=[O:12])[NH:15]2)[cH:6][cH:7]1. Reactants: BrC1=CC(=C(N(C1=O)CC1=CC=C(C=C1)OC)C(C(C(=O)OCC)C1(CCCCC1)O)=O)C (ethyl 3-(5-bromo-1-(4-methoxybenzyl)-3-methyl-6-oxo-1,6-dihydropyridin-2-yl)-2-(1-hydroxycyclohexyl)-3-oxopropanoate), FC(C(=O)O)(F)F (trifluoroacetic acid). The solvent is ClCCCl (1,2-dichloroethane). Product: BrC=1C(N2C3(C(C(C2=C(C1)C)=O)C(=O)OCC)CCCCC3)=O (ethyl 6′-bromo-8′-methyl-1′,5′-dioxo-1,5′-dihydro-2′H-spiro[cyclohexane-1,3′-indolizine]-2′-carboxylate). As a reaction SMILES: [Br:1][C:2]1[C:7](=[O:8])[N:6](CC2C=CC(OC)=CC=2)[C:5]([C:18](=[O:32])[CH:19]([C:25]2(O)[CH2:30][CH2:29][CH2:28][CH2:27][CH2:26]2)[C:20]([O:22][CH2:23][CH3:24])=[O:21])=[C:4]([CH3:33])[CH:3]=1.FC(F)(F)C(O)=O>ClCCCl>[Br:1][C:2]1[C:7](=[O:8])[N:6]2[C:5](=[C:4]([CH3:33])[CH:3]=1)[C:18](=[O:32])[CH:19]([C:20]([O:22][CH2:23][CH3:24])=[O:21])[C:25]12[CH2:26][CH2:27][CH2:28][CH2:29][CH2:30]1. Procedure: To a solution of ethyl 3-(5-bromo-1-(4-methoxybenzyl)-3-methyl-6-oxo-1,6-dihydropyridin-2-yl)-2-(1-hydroxycyclohexyl)-3-oxopropanoate (5, 1.0 mmol, 1.0 eq) in 1,2-dichloroethane (15 mL), add trifluoroacetic acid (10 mmol, 10 eq) and heat the reaction at 60° C. for 16 h. After completion, remove the solvent and quench the reaction with ammonia and extract with dichloromethane. Remove the solvent under reduced pressure and purify the crude using silica gel column chromatography to afford ethyl 6′-... Starting materials: BrB(Br)Br, ClCCl, CCOC(=O)c1cc(=O)c(-c2ccccc2OC)co1, O. Yields the product CCOC(=O)c1cc(=O)c(-c2ccccc2O)co1. As a reaction SMILES: [B:1]([Br:2])([Br:3])[Br:4].[CH2:25]([Cl:26])[Cl:27].[CH3:5][O:6][c:7]1[c:8](-[c:13]2[c:14](=[O:24])[cH:15][c:16]([C:19](=[O:20])[O:21][CH2:22][CH3:23])[o:17][cH:18]2)[cH:9][cH:10][cH:11][cH:12]1.[OH2:28]>>[OH:6][c:7]1[c:8](-[c:13]2[c:14](=[O:24])[cH:15][c:16]([C:19](=[O:20])[O:21][CH2:22][CH3:23])[o:17][cH:18]2)[cH:9][cH:10][cH:11][cH:12]1. Reactants: CCOCCON=C(C(C)=O)C(=O)OCC, CC(=O)O, O=S(=O)(Cl)Cl. Product: CCOCCON=C(C(=O)CCl)C(=O)OCC. Reaction SMILES: [CH2:1]([CH3:2])[O:3][CH2:4][CH2:5][O:6][N:7]=[C:8]([C:9](=[O:10])[O:11][CH2:12][CH3:13])[C:14]([CH3:15])=[O:16].[CH3:22][C:23](=[O:24])[OH:25].[S:17]([Cl:18])(=[O:19])([Cl:20])=[O:21]>>[CH2:1]([CH3:2])[O:3][CH2:4][CH2:5][O:6][N:7]=[C:8]([C:9](=[O:10])[O:11][CH2:12][CH3:13])[C:14]([CH2:15][Cl:20])=[O:16].